The task is: describe an organic reaction: reactants, conditions, products, and yield. This data is from the Open Reaction Database (ORD), a public repository of structured organic reaction records. Starting materials: N[C@@H](CS)C(=O)O (L-cysteine), C(CC(O)(C(=O)[O-])CC(=O)[O-])(=O)[O-] (citrate), C(C1=CC=CC=C1)OC(=O)NC(CC1=CC(=CC=C1)NS(=O)(=O)C)C(=O)O (N-benzyloxycarbonyl-3-methanesulfonamido-D,L-phenylalanine), N[C@@H](CS)C(=O)O (L-cysteine), C(CC(O)(C(=O)[O-])CC(=O)[O-])(=O)[O-] (citrate), N[C@@H](CS)C(=O)O (L-cystein), C(CC(O)(C(=O)[O-])CC(=O)[O-])(=O)[O-] (citrate). Run in CCO (EtOH). Reaction conditions: time 2 hour. The product is C(C)OC([C@@H](NC(=O)OCC1=CC=CC=C1)CC1=CC(=CC=C1)NS(=O)(=O)C)=O (N-benzyloxycarbonyl-3-methanesulfonamido-L-phenylalanine ethyl ester). Reaction SMILES: [CH2:1]([O:8][C:9]([NH:11][CH:12]([C:25]([OH:27])=[O:26])[CH2:13][C:14]1[CH:19]=[CH:18][CH:17]=[C:16]([NH:20][S:21]([CH3:24])(=[O:23])=[O:22])[CH:15]=1)=[O:10])[C:2]1[CH:7]=[CH:6][CH:5]=[CH:4][CH:3]=1.N[C@H:29](C(O)=O)[CH2:30]S.C([O-])(=O)CC(CC([O-])=O)(C([O-])=O)O>CCO>[CH2:29]([O:26][C:25](=[O:27])[C@H:12]([CH2:13][C:14]1[CH:19]=[CH:18][CH:17]=[C:16]([NH:20][S:21]([CH3:24])(=[O:23])=[O:22])[CH:15]=1)[NH:11][C:9]([O:8][CH2:1][C:2]1[CH:7]=[CH:6][CH:5]=[CH:4][CH:3]=1)=[O:10])[CH3:30]. Reported procedure: Treat the product of Step B (12.5 g) in EtOH (400 mL) with papain (2.56 g freshly ground), L-cysteine (0.156 g) and freshly made 1M citrate buffer pH 4.5 (2.8 mL). After 2 hr, add papain (1.28 g), L-cysteine (0.078 g), and 1M citrate buffer pH 4.5 (1.4 mL). Repeat the latter addition of papain, L-cystein, and citrate buffer at 4 and 6 hr intervals. Stir the resulting mixture for 4 days. Filter, wash with EtOH, and concentrate in vacuo to a residue. Partition the residue between Et2O (1400 mL)/5%... Reactants: C1(=CC=CC=C1)COC(C1=C(C(=C(C=C1)OCCCCCCC1=C(C(=CC=C1)OCC1=CC=CC=C1)OCC1=CC=CC=C1)CCC)O)=O (2-hydroxy-4-[6-[2,3-bis(phenylmethoxy)phenyl]hexyloxy]-3-propylbenzoic acid phenylmethyl ester), C(C)(=O)OC(C)=O (acetic anhydride). Run in N1=CC=CC=C1 (pyridine). The product is C1(=CC=CC=C1)COC(C1=C(C(=C(C=C1)OCCCCCCC1=C(C(=CC=C1)OCC1=CC=CC=C1)OCC1=CC=CC=C1)CCC)OC(C)=O)=O (2-acetyloxy-4-[6-[2,3-bis(phenylmethoxy)phenyl]hexyloxy]-3-propylbenzoic acid phenylmethyl ester). RXN SMILES: [C:1]1([CH2:7][O:8][C:9](=[O:49])[C:10]2[CH:15]=[CH:14][C:13]([O:16][CH2:17][CH2:18][CH2:19][CH2:20][CH2:21][CH2:22][C:23]3[CH:28]=[CH:27][CH:26]=[C:25]([O:29][CH2:30][C:31]4[CH:36]=[CH:35][CH:34]=[CH:33][CH:32]=4)[C:24]=3[O:37][CH2:38][C:39]3[CH:44]=[CH:43][CH:42]=[CH:41][CH:40]=3)=[C:12]([CH2:45][CH2:46][CH3:47])[C:11]=2[OH:48])[CH:6]=[CH:5][CH:4]=[CH:3][CH:2]=1.[C:50](OC(=O)C)(=[O:52])[CH3:51]>N1C=CC=CC=1>[C:1]1([CH2:7][O:8][C:9](=[O:49])[C:10]2[CH:15]=[CH:14][C:13]([O:16][CH2:17][CH2:18][CH2:19][CH2:20][CH2:21][CH2:22][C:23]3[CH:28]=[CH:27][CH:26]=[C:25]([O:29][CH2:30][C:31]4[CH:32]=[CH:33][CH:34]=[CH:35][CH:36]=4)[C:24]=3[O:37][CH2:38][C:39]3[CH:40]=[CH:41][CH:42]=[CH:43][CH:44]=3)=[C:12]([CH2:45][CH2:46][CH3:47])[C:11]=2[O:48][C:50](=[O:52])[CH3:51])[CH:6]=[CH:5][CH:4]=[CH:3][CH:2]=1. Procedure: A solution of 1.15 g of 2-hydroxy-4-[6-[2,3-bis(phenylmethoxy)phenyl]hexyloxy]-3-propylbenzoic acid phenylmethyl ester in 15 mL of pyridine and 15 mL of acetic anhydride was stirred and heated at 50° for 15 hours. The reaction mixture was concentrated on the oil pump. The residue was dissolved in ethyl acetate and the solution was washed with sodium bicarbonate solution, dried and concentrated under reduced pressure to give 1.03 g of 2-acetyloxy-4-[6-[2,3-bis(phenylmethoxy)phenyl]hexyloxy]-3-pro... Starting materials: ClC1=C(OCCOC2=CC=C(C=C2)CC(CNC(OC(C)(C)C)=O)C2=C(C=C(C=C2)B2OC(C(O2)(C)C)(C)C)C)C(=CC(=C1)C)Cl (tert-butyl {3-{4-[2-(2,6-dichloro-4-methylphenoxy)ethoxy]phenyl}-2-[2-methyl-4-(4,4,5,5-tetramethyl-1,3,2-dioxaborolan-2-yl)phenyl]propyl}carbamate), BrC1=C(C=CC=C1)CCCO (3-(2-bromophenyl)propan-1-ol). Yields the product ClC1=C(OCCOC2=CC=C(C=C2)CC(CNC(OC(C)(C)C)=O)C2=C(C=C(C=C2)C2=C(C=CC=C2)CCCO)C)C(=CC(=C1)C)Cl (tert-butyl {3-{4-[2-(2,6-dichloro-4-methylphenoxy)ethoxy]phenyl}-2-[2′-(3-hydroxypropyl)-3-methylbiphenyl-4-yl]propyl}carbamate). As a reaction SMILES: [Cl:1][C:2]1[CH:44]=[C:43]([CH3:45])[CH:42]=[C:41]([Cl:46])[C:3]=1[O:4][CH2:5][CH2:6][O:7][C:8]1[CH:13]=[CH:12][C:11]([CH2:14][CH:15]([C:25]2[CH:30]=[CH:29][C:28](B3OC(C)(C)C(C)(C)O3)=[CH:27][C:26]=2[CH3:40])[CH2:16][NH:17][C:18](=[O:24])[O:19][C:20]([CH3:23])([CH3:22])[CH3:21])=[CH:10][CH:9]=1.Br[C:48]1[CH:53]=[CH:52][CH:51]=[CH:50][C:49]=1[CH2:54][CH2:55][CH2:56][OH:57]>>[Cl:46][C:41]1[CH:42]=[C:43]([CH3:45])[CH:44]=[C:2]([Cl:1])[C:3]=1[O:4][CH2:5][CH2:6][O:7][C:8]1[CH:13]=[CH:12][C:11]([CH2:14][CH:15]([C:25]2[CH:30]=[CH:29][C:28]([C:48]3[CH:53]=[CH:52][CH:51]=[CH:50][C:49]=3[CH2:54][CH2:55][CH2:56][OH:57])=[CH:27][C:26]=2[CH3:40])[CH2:16][NH:17][C:18](=[O:24])[O:19][C:20]([CH3:22])([CH3:23])[CH3:21])=[CH:10][CH:9]=1. Procedure details: Prepared according to the procedure described in EXAMPLE 7, step 2 using tert-butyl {3-{4-[2-(2,6-dichloro-4-methylphenoxy)ethoxy]phenyl}-2-[2-methyl-4-(4,4,5,5-tetramethyl-1,3,2-dioxaborolan-2-yl)phenyl]propyl}carbamate from EXAMPLE 9, step 1 and commercially available 3-(2-bromophenyl)propan-1-ol as starting materials. Purification by column chromatography on silica gel (Combi-Flash by ISCO), eluting with Hex/EtOAc (10 to 75% in 30 min) afforded the desired compound as a colorless oil.